This data is from the Open Reaction Database (ORD), a public repository of structured organic reaction records. The task is: describe an organic reaction: reactants, conditions, products, and yield The reactants are (2R)-3-cyclopentyl-2-({formyl[(phenylmethyl)oxy]amino}methyl)propanoic acid, N,N-diisopropylethylamine salt, C(C)(C)O (isopropanol), FC=1C(=NC(=NC1NN)C)N1C[C@H]2COCCN2CC1 ((9aS)-8-(5-fluoro-6-hydrazino-2-methyl-4-pyrimidinyl)octahydropyrazino[2,1-c][1,4]oxazine), CN1CCOCC1 (N-methylmorpholine), ON1N=NC2=C1N=CC=C2 (1-hydroxy-7-azabenzotriazole), C(CCl)Cl (EDC), CN(C)C=O (DMF). Run in CCOCC (Et2O). Run at time 8 hour. The product is C1(CCCC1)C[C@H](CN(C=O)OCC1=CC=CC=C1)C(=O)NNC1=NC(=NC(=C1F)N1C[C@H]2COCCN2CC1)C ([(2R)-2-(cyclopentylmethyl)-3-(2-{5-fluoro-6-[(9aS)-hexahydropyrazino[2,1-c][1,4]oxazin-8(1H)-yl]-2-methyl-4-pyrimidinyl}hydrazino)-3-oxopropyl][(phenylmethyl)oxy]formamide). RXN SMILES: [CH:1]([OH:4])([CH3:3])C.[F:5][C:6]1[C:7]([N:15]2[CH2:24][CH2:23][N:22]3[C@H:17]([CH2:18][O:19][CH2:20][CH2:21]3)[CH2:16]2)=[N:8][C:9]([CH3:14])=[N:10][C:11]=1[NH:12][NH2:13].CN1[CH2:31][CH2:30][O:29]CC1.ON1[C:37]2N=[CH:39][CH:40]=[CH:41][C:36]=2N=N1.[CH2:42](Cl)[CH2:43]Cl.[CH3:46][N:47]([CH:49]=[O:50])C>CCOCC>[CH:42]1([CH2:43][C@@H:3]([C:1]([NH:13][NH:12][C:11]2[C:6]([F:5])=[C:7]([N:15]3[CH2:24][CH2:23][N:22]4[C@H:17]([CH2:18][O:19][CH2:20][CH2:21]4)[CH2:16]3)[N:8]=[C:9]([CH3:14])[N:10]=2)=[O:4])[CH2:46][N:47]([O:29][CH2:30][C:31]2[CH:37]=[CH:36][CH:41]=[CH:40][CH:39]=2)[CH:49]=[O:50])[CH2:40][CH2:41][CH2:36][CH2:37]1. Procedure details: To a solution of (2R)-3-cyclopentyl-2-({formyl[(phenylmethyl)oxy]amino}methyl)propanoic acid, N,N-diisopropylethylamine salt, isopropanol solvate (33.64 g, 68.0 mmol) in DMF (230 mL) was added (9aS)-8-(5-fluoro-6-hydrazino-2-methyl-4-pyrimidinyl)octahydropyrazino[2,1-c][1,4]oxazine (20.16 g, 71.4 mmol), N-methylmorpholine (30 mL, 273 mmol), 1-hydroxy-7-azabenzotriazole (11.10 g, 81.6 mmol), and EDC (15.64 g, 81.6 mmol). The solution was stirred overnight and then diluted with Et2O (500 mL). The ... Reactants: O1CCC(=CC1)B1OC(C(O1)(C)C)(C)C (2-(3,6-dihydro-2H-pyran-4-yl)-4,4,5,5-tetramethyl-1,3,2-dioxaborolane), ClC=1C=C(C(=NC1)F)C1=NC(=NC(=N1)C)N(CC1=CC=C(C=C1)OC)CC1=CC=C(C=C1)OC (4-(5-chloro-2-fluoropyridin-3-yl)-N,N-bis(4-methoxybenzyl)-6-methyl-1,3,5-triazin-2-amine), C([O-])([O-])=O.[K+].[K+] (potassium carbonate). The reagents and catalysts are CC(CC1=CC=CC=C1)N.OP(=O)(O)O.Cl[Pd]Cl (Amphos PdCl2). Run in O1CCOCC1 (dioxane). Run at temperature 110 celsius, time 14 hour. The product is O1CCC(=CC1)C=1C=C(C(=NC1)F)C1=NC(=NC(=N1)C)N(CC1=CC=C(C=C1)OC)CC1=CC=C(C=C1)OC (4-(5-(3,6-Dihydro-2H-Pyran-4-yl)-2-Fluoropyridin-3-yl)-N,N-Bis(4-Methoxybenzyl)-6-Methyl-1,3,5-Triazin-2-Amine). As a reaction SMILES: [O:1]1[CH2:6][CH:5]=[C:4](B2OC(C)(C)C(C)(C)O2)[CH2:3][CH2:2]1.Cl[C:17]1[CH:18]=[C:19]([C:24]2[N:29]=[C:28]([CH3:30])[N:27]=[C:26]([N:31]([CH2:41][C:42]3[CH:47]=[CH:46][C:45]([O:48][CH3:49])=[CH:44][CH:43]=3)[CH2:32][C:33]3[CH:38]=[CH:37][C:36]([O:39][CH3:40])=[CH:35][CH:34]=3)[N:25]=2)[C:20]([F:23])=[N:21][CH:22]=1.C(=O)([O-])[O-].[K+].[K+]>O1CCOCC1.CC(N)CC1C=CC=CC=1.OP(O)(O)=O.Cl[Pd]Cl>[O:1]1[CH2:6][CH:5]=[C:4]([C:17]2[CH:18]=[C:19]([C:24]3[N:29]=[C:28]([CH3:30])[N:27]=[C:26]([N:31]([CH2:32][C:33]4[CH:34]=[CH:35][C:36]([O:39][CH3:40])=[CH:37][CH:38]=4)[CH2:41][C:42]4[CH:43]=[CH:44][C:45]([O:48][CH3:49])=[CH:46][CH:47]=4)[N:25]=3)[C:20]([F:23])=[N:21][CH:22]=2)[CH2:3][CH2:2]1 |f:2.3.4,6.7.8|. Procedure details: A mixture of 2-(3,6-dihydro-2H-pyran-4-yl)-4,4,5,5-tetramethyl-1,3,2-dioxaborolane (320 mg, 1.523 mmol) (Frontier Scientific), 4-(5-chloro-2-fluoropyridin-3-yl)-N,N-bis(4-methoxybenzyl)-6-methyl-1,3,5-triazin-2-amine (600 mg, 1.250 mmol), potassium carbonate (400 mg, 2.89 mmol), and Amphos-PdCl2 (50 mg, 0.071 mmol) in dioxane (8 mL) was sparged with argon for 5 min. The mixture was heated at 110° C. under nitrogen. After 14 h, x-phos and Pd2dba3 (40 mg each) were added. After 3 h, more x-phos, P...